From a dataset of the Open Reaction Database (ORD), a public repository of structured organic reaction records. describe an organic reaction: reactants, conditions, products, and yield Reactants: C1(CCCCC1)C1=CC=C(C=C1)C(C)=O (4'-cyclohexyl-acetophenone), C(C)O/C(=C/C(=O)OCC)/C (ethyl (E)-3-ethoxy-crotonate). Product: C1(CCCCC1)C1=CC=C(C=C1)/C(=C/C(C)=O)/C ((E)-4-(4-cyclohexyl-phenyl)-3-pentene-2-one). Isolated yield 55.0%. As a reaction SMILES: [CH:1]1([C:7]2[CH:12]=[CH:11][C:10]([C:13](=O)[CH3:14])=[CH:9][CH:8]=2)[CH2:6][CH2:5][CH2:4][CH2:3][CH2:2]1.C([O:18]/[C:19](/[CH3:26])=[CH:20]/C(OCC)=O)C>>[CH:1]1([C:7]2[CH:12]=[CH:11][C:10](/[C:13](/[CH3:14])=[CH:20]/[C:19](=[O:18])[CH3:26])=[CH:9][CH:8]=2)[CH2:6][CH2:5][CH2:4][CH2:3][CH2:2]1. Procedure details: (E)-4-(4-cyclohexyl-phenyl)-3-pentene-2-one was prepared analogous to Example 52 from 4'-cyclohexyl-acetophenone and ethyl (E)-3-ethoxy-crotonate with a yield of 55% of theory. B.p. 148°-151°C at 0.4 mm Hg; m.p. 49°-50°C (after recrystallization from methanol and petroleum ether). Characteristic signals in NMR (CDCl3): τ 3.50 (1H-q; /J/=1.2 ± 0.1 Hz); τ 7.50 (3H-d; /J/=1.2 ± 0.1 Hz).